Dataset: the Open Reaction Database (ORD), a public repository of structured organic reaction records. Task: describe an organic reaction: reactants, conditions, products, and yield Starting materials: 75, ClC1=CC(=C(N)C=C1)F (4-chloro-2-fluoroaniline), C(=S)(Cl)Cl (thiophosgene), C(Cl)(Cl)Cl (chloroform). Conditions: time 8 hour. Product: 21.3, ClC1=CC=C(C=C1)C=1C(=C(C=CC1)N=C=S)F (4-chlorophenyl-2-fluorophenyl isothiocyanate). Reaction SMILES: Cl[C:2]1[CH:8]=[CH:7][C:5]([NH2:6])=[C:4]([F:9])[CH:3]=1.[C:10](Cl)(Cl)=[S:11].[CH:14]([Cl:17])(Cl)Cl>>[Cl:17][C:14]1[CH:7]=[CH:8][C:2]([C:3]2[C:4]([F:9])=[C:5]([N:6]=[C:10]=[S:11])[CH:7]=[CH:8][CH:2]=2)=[CH:3][CH:4]=1. Reported procedure: To a mixture of 75 parts of chloroform and 100 parts of ice and 15 parts of 4-chloro-2-fluoroaniline, 14.2 parts of thiophosgene were added dropwise over 15 min. After allowing the warm to room temperature and stirring overnight, the phases were separated. The aqueous phase was extracted with 50 parts of chloroform. The organic phases were combined, dried with anhydrous sodium sulfate and evaporated at 300 mm.Hg and 25° to yield 21.3 parts of 4-chlorophenyl-2-fluorophenyl isothiocyanate as a yel... Reactants: Cl.NCCC(=O)NNC(=O)N1C2=C(OC3=C(C1)C=CC=C3)C=CC(=C2)Cl (8-chlorodibenz[b,f][1,4]oxazepine-10(11H)-carboxylic acid, 2-(3-amino-1-oxopropyl)hydrazide, monohydrochloride), CS(=O)(=O)Cl (methanesulfonyl chloride). Yields the product CS(=O)(=O)NCCC(=O)NNC(=O)N1C2=C(OC3=C(C1)C=CC=C3)C=CC(=C2)Cl (8-chlorodibenz[b,f][1,4]oxazepine-10(11H)-carboxylic acid, 2-[-3-[(methylsulfonyl)amino]-1-oxopropyl]hydrazide), product. Isolated yield 52.0%. Reaction SMILES: Cl.[NH2:2][CH2:3][CH2:4][C:5]([NH:7][NH:8][C:9]([N:11]1[CH2:17][C:16]2[CH:18]=[CH:19][CH:20]=[CH:21][C:15]=2[O:14][C:13]2[CH:22]=[CH:23][C:24]([Cl:26])=[CH:25][C:12]1=2)=[O:10])=[O:6].[CH3:27][S:28](Cl)(=[O:30])=[O:29]>>[CH3:27][S:28]([NH:2][CH2:3][CH2:4][C:5]([NH:7][NH:8][C:9]([N:11]1[CH2:17][C:16]2[CH:18]=[CH:19][CH:20]=[CH:21][C:15]=2[O:14][C:13]2[CH:22]=[CH:23][C:24]([Cl:26])=[CH:25][C:12]1=2)=[O:10])=[O:6])(=[O:30])=[O:29] |f:0.1|. Procedure: 8-chlorodibenz[b,f][1,4]oxazepine-10(11H)-carboxylic acid, 2-[-3-[(methylsulfonyl)amino]-1-oxopropyl]hydrazide (11) was prepared from 8-chlorodibenz[b,f][1,4]oxazepine-10(11H)-carboxylic acid, 2-(3-amino-1-oxopropyl)hydrazide, monohydrochloride (9), prepared as described above in Example 9, and methanesulfonyl chloride, in the manner described in Example 10 above, on a 2-mmol scale to yield 0.46 g (52%) of product. Starting materials: ( 1 ), ( 2 ), [Cl-].[K+] (potassium chloride), S(O)(O)(=O)=O (sulfuric acid), S(=O)(=O)([O-])[O-].[K+].[K+] (potassium sulfate). The product is S(=O)(=O)([O-])[O-].[K+].[K+] (potassium sulfate), S([O-])(O)(=O)=O.[K+] (potassium bisulfate), Cl (hydrogen chloride). As a reaction SMILES: [S:1]([O-:5])([O-:4])(=[O:3])=[O:2].[K+:6].[K+].[Cl-:8].[K+].[S:10](=[O:14])(=[O:13])([OH:12])[OH:11]>>[S:1]([O-:5])([O-:4])(=[O:3])=[O:2].[K+:6].[K+:6].[S:10](=[O:12])(=[O:11])([OH:14])[O-:13].[K+:6].[ClH:8] |f:0.1.2,3.4,6.7.8,9.10|. Procedure: As a general process of producing potassium sulfate, there is known such a process that, as is shown by the reaction formulae (1) and (2), potassium chloride is reacted with sulfuric acid to obtain potassium sulfate through potassium bisulfate and hydrogen chloride as a by-product. The reactants are [O-2].[Ca+2] (calcium oxide), ClCCl (dichloromethane), C(CCCCC)C(C(C(C(=O)O)(C)C)O)=CC1=CC=CC=C1 (4-hexyl-3-hydroxy-2,2-dimethyl-5-phenyl-4-pentenoic acid), ClCCl (dichloromethane). Solvent: O (water). Conditions: time 4 day. Yields the product OC(C(C(=O)[O-])(C)C)C(CCCCCC)=CC1=CC=CC=C1.OC(C(C(=O)[O-])(C)C)C(CCCCCC)=CC1=CC=CC=C1.[Ca+2] (Calcium bis(3-hydroxy-2,2-dimethyl-4-phenylmethylenedecanoate)). As a reaction SMILES: [O-2].[Ca+2:2].[CH2:3]([C:9](=[CH:18][C:19]1[CH:24]=[CH:23][CH:22]=[CH:21][CH:20]=1)[CH:10]([OH:17])[C:11]([CH3:16])([CH3:15])[C:12]([OH:14])=[O:13])[CH2:4][CH2:5][CH2:6][CH2:7][CH3:8].ClCCl>O>[OH:17][CH:10]([C:9](=[CH:18][C:19]1[CH:20]=[CH:21][CH:22]=[CH:23][CH:24]=1)[CH2:3][CH2:4][CH2:5][CH2:6][CH2:7][CH3:8])[C:11]([CH3:15])([CH3:16])[C:12]([O-:14])=[O:13].[OH:17][CH:10]([C:9](=[CH:18][C:19]1[CH:20]=[CH:21][CH:22]=[CH:23][CH:24]=1)[CH2:3][CH2:4][CH2:5][CH2:6][CH2:7][CH3:8])[C:11]([CH3:15])([CH3:16])[C:12]([O-:14])=[O:13].[Ca+2:2] |f:0.1,5.6.7|. Reported procedure: A 1 g (0.018 mole) quantity of calcium oxide was suspended in 100 mL of distilled water, and 4 g (0.013 mole) of 4-hexyl-3-hydroxy-2,2-dimethyl-5-phenyl-4-pentenoic acid was added to the suspension. After stirring for 4 days at room temperature, 50 mL of dichloromethane was added to the suspension and the mixture was stirred vigorously for 30 minutes. Another 50 mL of dichloromethane was added and the aqueous layer was separated. The aqueous phase was washed with 50 mL of dichloromethane, and th... The reactants are solid, Cl.Cl.Cl.O1CCC=2C(=NC=CC21)N2CCN(CC2)CC[C@@H]2CC[C@H](CC2)N (trans-4-{2-[4-(2,3-dihydrofuro[3,2-c]pyridin-4-yl)-piperazin-1-yl]-ethyl}-cyclohexanamine trihydrochloride), Cl.Cl.Cl.O1CCC=2C(=NC=CC21)N2CCN(CC2)CC[C@@H]2CC[C@H](CC2)N (trans-4-{2-[4-(2,3-dihydrofuro[3,2-c]pyridin-4-yl)-piperazin-1-yl]-ethyl}-cyclohexanamine trihydrochloride), C(#N)CC(=O)O (cyano-acetic acid). Procedure: The title compound, off-white solid (86 mg, 87%), MS (ISP) m/z=398.3 [(M+H)+], mp 188° C., was prepared in accordance with the general method of example 32 from trans-4-{2-[4-(2,3-dihydrofuro[3,2-c]pyridin-4-yl)-piperazin-1-yl]-ethyl}-cyclohexanamine trihydrochloride (intermediate C) (110 mg, 0.25 mmol) and cyano-acetic acid. As a reaction SMILES: Cl.Cl.Cl.[O:4]1[C:12]2[CH:11]=[CH:10][N:9]=[C:8]([N:13]3[CH2:18][CH2:17][N:16]([CH2:19][CH2:20][C@H:21]4[CH2:26][CH2:25][C@H:24]([NH2:27])[CH2:23][CH2:22]4)[CH2:15][CH2:14]3)[C:7]=2[CH2:6][CH2:5]1.[C:28]([CH2:30][C:31](O)=[O:32])#[N:29]>>[C:28]([CH2:30][C:31]([NH:27][C@H:24]1[CH2:25][CH2:26][C@H:21]([CH2:20][CH2:19][N:16]2[CH2:17][CH2:18][N:13]([C:8]3[C:7]4[CH2:6][CH2:5][O:4][C:12]=4[CH:11]=[CH:10][N:9]=3)[CH2:14][CH2:15]2)[CH2:22][CH2:23]1)=[O:32])#[N:29] |f:0.1.2.3|. Yields the product C(#N)CC(=O)N[C@@H]1CC[C@H](CC1)CCN1CCN(CC1)C1=NC=CC2=C1CCO2 (trans-2-Cyano-N-(4-{2-[4-(2,3-dihydro-furo[3,2-c]pyridin-4-yl)-piperazin-1-yl]-ethyl}-cyclohexyl)-acetamide). Reactants: Cl, CC(C)(C)OC(=O)N1CCc2cnc(C(F)(F)F)nc2C1=O, C1COCCO1. Product: O=C1NCCc2cnc(C(F)(F)F)nc21. Reaction SMILES: [ClH:23].[O:1]=[C:2]1[N:3]([C:16]([O:17][C:18]([CH3:19])([CH3:20])[CH3:21])=[O:22])[CH2:4][CH2:5][c:6]2[c:7]1[n:8][c:9]([C:12]([F:13])([F:14])[F:15])[n:10][cH:11]2.[O:24]1[CH2:25][CH2:26][O:27][CH2:28][CH2:29]1>>[O:1]=[C:2]1[NH:3][CH2:4][CH2:5][c:6]2[c:7]1[n:8][c:9]([C:12]([F:13])([F:14])[F:15])[n:10][cH:11]2. Yields the product C(C)(C)(C)OC(N[C@H]([C@@H](CN)O)CC1=CC=CC=C1)=O ((1S,2R)-(3-amino-1-benzyl-2-hydroxy-propyl)-carbamic acid t-butyl ester). Run in CO (methanol). Reagents/catalysts: [Pd] (Pd/C). The reactants are C(C)(C)(C)OC(N[C@H]([C@@H](CN=[N+]=[N-])O)CC1=CC=CC=C1)=O ((1S,2R)-(3-azido-1-benzyl-2-hydroxy-propyl)-carbamic acid t-butyl ester). Reaction SMILES: [C:1]([O:5][C:6](=[O:22])[NH:7][C@@H:8]([CH2:15][C:16]1[CH:21]=[CH:20][CH:19]=[CH:18][CH:17]=1)[C@H:9]([OH:14])[CH2:10][N:11]=[N+]=[N-])([CH3:4])([CH3:3])[CH3:2]>CO.[Pd]>[C:1]([O:5][C:6](=[O:22])[NH:7][C@@H:8]([CH2:15][C:16]1[CH:17]=[CH:18][CH:19]=[CH:20][CH:21]=1)[C@H:9]([OH:14])[CH2:10][NH2:11])([CH3:4])([CH3:2])[CH3:3]. Procedure: (1S,2R)-(3-azido-1-benzyl-2-hydroxy-propyl)-carbamic acid t-butyl ester (2.5 g, 8.17 mmol) prepared in Step A was dissolved in methanol (15 mL), to which was added Pd/C (100 mg). The mixture was reacted for 12 h in a hydrogen reactor (50 psi), and filtered through a cellite. The solvent was removed under reduced pressure, and the residue was used in the next reaction without further purification. The reactants are NC=1C=C(C(=O)O)C=CC1OC (3-amino-4-methoxybenzoic acid), C(CC)(=O)Cl (propionyl chloride), [N+](=O)([O-])C1=CC=C(N)C=C1 (4-nitroaniline). Product: [N+](=O)([O-])C1=CC=C(C=C1)NC(C1=CC(=C(C=C1)OC)NC(CC)=O)=O (N-(4′-nitrophenyl)-3-propionamido-4-methoxybenzamide). As a reaction SMILES: [NH2:1][C:2]1[CH:3]=[C:4]([CH:8]=[CH:9][C:10]=1[O:11][CH3:12])[C:5]([OH:7])=O.[C:13](Cl)(=[O:16])[CH2:14][CH3:15].[N+:18]([C:21]1[CH:27]=[CH:26][C:24]([NH2:25])=[CH:23][CH:22]=1)([O-:20])=[O:19]>>[N+:18]([C:21]1[CH:27]=[CH:26][C:24]([NH:25][C:5](=[O:7])[C:4]2[CH:8]=[CH:9][C:10]([O:11][CH3:12])=[C:2]([NH:1][C:13](=[O:16])[CH2:14][CH3:15])[CH:3]=2)=[CH:23][CH:22]=1)([O-:20])=[O:19]. Reported procedure: Compound 2612 is synthesized following a similar method as in Example 1 and using 3-amino-4-methoxybenzoic acid, propionyl chloride and 4-nitroaniline as materials. Total yield of the two steps: 53%. The reactants are NC1=C(C(=O)N)C=C(C=N1)Cl (2-amino-5-chloronicotinamide), BrCC1=C(C=CC(=C1)Cl)S(=O)(=O)C (2-(bromomethyl)-4-chloro-1-(methylsulfonyl)benzene), C(C)(=O)OCC (ethyl acetate). The solvent is CN(C)C=O (DMF). Yields the product Cl.ClC=1C=C(C(N(C1)CC1=C(C=CC(=C1)Cl)S(=O)(=O)C)=N)C(=O)N (5-chloro-1-[5-chloro-2-(methylsulfonyl)benzyl]-2-imino-1,2-dihydropyridine-3-carboxamide hydrochloride). Yield: 11.9%. RXN SMILES: [NH2:1][C:2]1[N:10]=[CH:9][C:8]([Cl:11])=[CH:7][C:3]=1[C:4]([NH2:6])=[O:5].Br[CH2:13][C:14]1[CH:19]=[C:18]([Cl:20])[CH:17]=[CH:16][C:15]=1[S:21]([CH3:24])(=[O:23])=[O:22].C(OCC)(=O)C>CN(C=O)C>[ClH:11].[Cl:11][C:8]1[CH:7]=[C:3]([C:4]([NH2:6])=[O:5])[C:2](=[NH:1])[N:10]([CH2:13][C:14]2[CH:19]=[C:18]([Cl:20])[CH:17]=[CH:16][C:15]=2[S:21]([CH3:24])(=[O:23])=[O:22])[CH:9]=1 |f:4.5|. Procedure: (Step 4) A solution of 2-amino-5-chloronicotinamide (210 mg) and 2-(bromomethyl)-4-chloro-1-(methylsulfonyl)benzene obtained in Step 3 (450 mg) in DMF (5 ml) was stirred at 100° C. for 3 hr. The mixture was allowed to cool to room temperature, ethyl acetate was added, and the precipitated crystals were collected by filtration. The obtained crystals were dissolved in aqueous sodium hydrogen carbonate solution, and the solution was extracted with ethyl acetate. The organic layer was washed with sa...